describe an organic reaction: reactants, conditions, products, and yield From a dataset of the Open Reaction Database (ORD), a public repository of structured organic reaction records. The reactants are ClC1=NSN=C1Cl (3,4-Dichloro-1,2,5-thiadiazole), C(C)(C)(C)OC(=O)NCC1CCNCC1 (4-(tert-Butoxycarbonylaminomethyl)piperidine), CCN(C(C)C)C(C)C (DIEA). Solvent: Cl (HCl), CN(C)C=O (DMF). Run at temperature 100 celsius, time 8 hour. The product is C(C)(C)(C)OC(NCC1CCN(CC1)C1=NSN=C1Cl)=O ([1-(4-chloro-[1,2,5]thiadiazol-3-yl)-piperidin-4-ylmethyl]-carbamic acid tert-butyl ester). The yield is 79.8%. As a reaction SMILES: [C:1]([O:5][C:6]([NH:8][CH2:9][CH:10]1[CH2:15][CH2:14][NH:13][CH2:12][CH2:11]1)=[O:7])([CH3:4])([CH3:3])[CH3:2].[Cl:16][C:17]1[C:21](Cl)=[N:20][S:19][N:18]=1.CCN(C(C)C)C(C)C>CN(C=O)C.Cl>[C:1]([O:5][C:6](=[O:7])[NH:8][CH2:9][CH:10]1[CH2:11][CH2:12][N:13]([C:21]2[C:17]([Cl:16])=[N:18][S:19][N:20]=2)[CH2:14][CH2:15]1)([CH3:4])([CH3:2])[CH3:3]. Reported procedure: 4-(tert-Butoxycarbonylaminomethyl)piperidine (3.96 g, 18.4 mmol) was dissolved in DMF (3.5 ml) and heated to 100° C. 3,4-Dichloro-1,2,5-thiadiazole (0.85 mL, 9.0 mmol) was added and the mixture stirred at 100° C. overnight. DIEA (2.0 ml, 11.5 mmol) was added and heating at 100° C. continued until the reaction was complete (˜3 h). The reaction mixture was diluted with 1N HCl and extracted with EtOAc (3×). The combined EtOAc extractions were washed with H2O (1×), sat'd NaCl (1×), dried (MgSO4), an... As a reaction SMILES: [BH4-:27].[CH3:29][CH2:30][OH:31].[F:1][C:2]([c:3]1[cH:4][c:5]([CH:9]2[C:10]3=[C:15]([CH2:14][CH2:13][CH2:12][C:11]3=[O:24])[NH:16][C:17]3=[C:22]2[C:21](=[O:23])[CH2:20][CH2:19][CH2:18]3)[cH:6][cH:7][cH:8]1)([F:25])[F:26].[Na+:28]>>[F:1][C:2]([c:3]1[cH:4][c:5]([CH:9]2[C:10]3=[C:15]([CH2:14][CH2:13][CH2:12][CH2:11]3)[NH:16][C:17]3=[C:22]2[C:21](=[O:23])[CH2:20][CH2:19][CH2:18]3)[cH:6][cH:7][cH:8]1)([F:25])[F:26]. Reactants: [BH4-], CCO, O=C1CCCC2=C1C(c1cccc(C(F)(F)F)c1)C1=C(CCCC1=O)N2, [Na+]. The product is O=C1CCCC2=C1C(c1cccc(C(F)(F)F)c1)C1=C(CCCC1)N2. Starting materials: CN1CC(C(=O)N(C)Cc2ccc(Cl)c(Cl)c2)=C(O)C1=O, NCCC(=O)O. The product is CN(Cc1ccc(Cl)c(Cl)c1)C(=O)C1=C(O)C(=O)N(CCC(=O)O)C1. As a reaction SMILES: [Cl:7][c:8]1[cH:9][c:10]([CH2:11][N:12]([C:13](=[O:14])[C:15]2=[C:19]([OH:20])[C:18](=[O:21])[N:17]([CH3:22])[CH2:16]2)[CH3:23])[cH:24][cH:25][c:26]1[Cl:27].[NH2:1][CH2:2][CH2:3][C:4](=[O:5])[OH:6]>>[N:1]1([CH2:2][CH2:3][C:4](=[O:5])[OH:6])[CH2:16][C:15]([C:13]([N:12]([CH2:11][c:10]2[cH:9][c:8]([Cl:7])[c:26]([Cl:27])[cH:25][cH:24]2)[CH3:23])=[O:14])=[C:19]([OH:20])[C:18]1=[O:21]. Reactants: NC(CC(C(=O)OCC)C)C1=C(C=CC=C1OC)OC (ethyl 4-amino-4-(2,6-dimethoxyphenyl)-2-methylbutanoate), C1(=CC=CC=C1)C=1SC=C(N1)C=O (2-phenylthiazole-4-carbaldehyde). Yields the product COC1=C(C(=CC=C1)OC)C1CC(C(N1CC=1N=C(SC1)C1=CC=CC=C1)=O)C (5-(2,6-dimethoxyphenyl)-3-methyl-1-((2-phenylthiazol-4-yl)methyl)pyrrolidin-2-one). RXN SMILES: [NH2:1][CH:2]([C:11]1[C:16]([O:17][CH3:18])=[CH:15][CH:14]=[CH:13][C:12]=1[O:19][CH3:20])[CH2:3][CH:4]([CH3:10])[C:5]([O:7]CC)=O.[C:21]1([C:27]2[S:28][CH:29]=[C:30]([CH:32]=O)[N:31]=2)[CH:26]=[CH:25][CH:24]=[CH:23][CH:22]=1>>[CH3:18][O:17][C:16]1[CH:15]=[CH:14][CH:13]=[C:12]([O:19][CH3:20])[C:11]=1[CH:2]1[N:1]([CH2:32][C:30]2[N:31]=[C:27]([C:21]3[CH:22]=[CH:23][CH:24]=[CH:25][CH:26]=3)[S:28][CH:29]=2)[C:5](=[O:7])[CH:4]([CH3:10])[CH2:3]1. Procedure: Prepared according to the described general procedure 2 (GP2) by reaction of ethyl 4-amino-4-(2,6-dimethoxyphenyl)-2-methylbutanoate with commercially available 2-phenylthiazole-4-carbaldehyde. Subsequent purification by preparative HPLC afforded the target compound. LC-MS (conditions A): tR=0.89 min.; [M+H]+: 409.09 g/mol. The reactants are Clc1ccc(Br)cc1, [Mg], C1CCOC1. As a reaction SMILES: [Br:2][c:3]1[cH:4][cH:5][c:6]([Cl:9])[cH:7][cH:8]1.[Mg:1].[O:10]1[CH2:11][CH2:12][CH2:13][CH2:14]1>>[Br-:2].[Mg+:1][c:3]1[cH:4][cH:5][c:6]([Cl:9])[cH:7][cH:8]1. Yields the product [Br-], [Mg+]c1ccc(Cl)cc1. Starting materials: C1CCOC1, COC(=O)C(O)Cc1cc(Cl)c(N)c(C(F)(F)F)c1, O=C(Cl)Oc1ccc([N+](=O)[O-])cc1, O=C1Nc2ccccc2CCN1C1CCNCC1, c1ccncc1. The product is COC(=O)C(Cc1cc(Cl)c(N)c(C(F)(F)F)c1)OC(=O)N1CCC(N2CCc3ccccc3NC2=O)CC1. Reaction SMILES: [CH2:51]1[O:52][CH2:53][CH2:54][CH2:55]1.[CH3:14][O:15][C:16]([CH:17]([CH2:18][c:19]1[cH:20][c:21]([Cl:30])[c:22]([NH2:29])[c:23]([C:25]([F:26])([F:27])[F:28])[cH:24]1)[OH:31])=[O:32].[Cl:1][C:2](=[O:3])[O:4][c:5]1[cH:6][cH:7][c:8]([N+:9]([O-:10])=[O:11])[cH:12][cH:13]1.[NH:33]1[CH2:34][CH2:35][CH:36]([N:39]2[C:40](=[O:50])[NH:41][c:42]3[c:43]([cH:46][cH:47][cH:48][cH:49]3)[CH2:44][CH2:45]2)[CH2:37][CH2:38]1.[cH:56]1[cH:57][cH:58][n:59][cH:60][cH:61]1>>[C:2](=[O:3])([O:31][CH:17]([C:16]([O:15][CH3:14])=[O:32])[CH2:18][c:19]1[cH:20][c:21]([Cl:30])[c:22]([NH2:29])[c:23]([C:25]([F:26])([F:27])[F:28])[cH:24]1)[N:33]1[CH2:34][CH2:35][CH:36]([N:39]2[C:40](=[O:50])[NH:41][c:42]3[c:43]([cH:46][cH:47][cH:48][cH:49]3)[CH2:44][CH2:45]2)[CH2:37][CH2:38]1. Starting materials: COC(C1=CC(=C(C=C1)O)OC)=O (3-methoxy-4-(hydroxy)benzoic acid methyl ester), C([O-])([O-])=O.[K+].[K+] (potassium carbonate), [I-].[K+] (potassium iodide), CC(CC)=O (2-butanone). The product is COC(C1=CC(=C(C=C1)OCCCCCCCCCCCCCC)OC)=O (3-Methoxy-4-(tetradecyloxy)benzoic acid methyl ester). As a reaction SMILES: [CH3:1][O:2][C:3](=[O:13])[C:4]1[CH:9]=[CH:8][C:7]([OH:10])=[C:6]([O:11][CH3:12])[CH:5]=1.C(=O)([O-])[O-].[K+].[K+].[I-].[K+].[CH3:22][C:23](=O)[CH2:24][CH3:25]>>[CH3:1][O:2][C:3](=[O:13])[C:4]1[CH:9]=[CH:8][C:7]([O:10][CH2:22][CH2:23][CH2:24][CH2:25][CH2:22][CH2:23][CH2:24][CH2:25][CH2:8][CH2:9][CH2:4][CH2:5][CH2:6][CH3:7])=[C:6]([O:11][CH3:12])[CH:5]=1 |f:1.2.3,4.5|. Reported procedure: A mixture of 28.5 g 3-methoxy-4-(hydroxy)benzoic acid methyl ester, 25.94 g of finely powdered potassium carbonate, 0.070 g potassium iodide and 285 ml of 2-butanone is heated at reflux temperature for 41 hours. The reaction is cooled and filtered. The filtrate is concentrated in vacuo and recrystallized from hexane to give 40.8 g of the desired product as white crystals.